From a dataset of the Open Reaction Database (ORD), a public repository of structured organic reaction records. describe an organic reaction: reactants, conditions, products, and yield The reactants are C1CCOC1, C1CCOC1, CC(C)(C)[O-], [K+], COC(=O)CCC(C(N)=O)N1Cc2c(OCc3cn4cc(CN5CCOCC5)ccc4n3)cccc2C1=O. Yields the product O=C1CCC(N2Cc3c(OCc4cn5cc(CN6CCOCC6)ccc5n4)cccc3C2=O)C(=O)N1. Reaction SMILES: [CH2:45]1[O:46][CH2:47][CH2:48][CH2:49]1.[CH2:50]1[O:51][CH2:52][CH2:53][CH2:54]1.[CH3:39][C:40]([CH3:41])([O-:42])[CH3:43].[K+:44].[NH2:1][C:2]([CH:3]([CH2:4][CH2:5][C:6](=[O:7])[O:8][CH3:9])[N:10]1[C:11](=[O:37])[c:12]2[cH:13][cH:14][cH:15][c:16]([O:19][CH2:20][c:21]3[n:22][c:23]4[n:24]([cH:25][c:26]([CH2:29][N:30]5[CH2:31][CH2:32][O:33][CH2:34][CH2:35]5)[cH:27][cH:28]4)[cH:36]3)[c:17]2[CH2:18]1)=[O:38]>>[NH:1]1[C:2](=[O:38])[CH:3]([N:10]2[C:11](=[O:37])[c:12]3[cH:13][cH:14][cH:15][c:16]([O:19][CH2:20][c:21]4[n:22][c:23]5[n:24]([cH:25][c:26]([CH2:29][N:30]6[CH2:31][CH2:32][O:33][CH2:34][CH2:35]6)[cH:27][cH:28]5)[cH:36]4)[c:17]3[CH2:18]2)[CH2:4][CH2:5][C:6]1=[O:7]. Reactants: O1CCSC=C1C(C(=O)O)=NOC (2-(2,3-dihydro-1,4-oxathiin-6-yl)-2-methoxyiminoacetic acid), P(=O)(Cl)(Cl)Cl (phosphoryl chloride), NC1[C@@H]2N(C(=CC(S2)C)C(=O)O)C1=O (7-amino-2-methyl-3-cephem-4-carboxylic acid), C[Si](C)(C)CC(=O)N (trimethylsilylacetamide). Run in C(C)(=O)OCC (ethyl acetate), C(C)(=O)OCC (ethyl acetate), CN(C=O)C (N,N-dimethylformamide). Yields the product O1CCSC=C1C(C(=O)NC1[C@@H]2N(C(=CC(S2)C)C(=O)O)C1=O)=NOC (7-[2-(2,3-dihydro-1,4-oxathiin-6-yl)-2-methoxyiminoacetamido]-2-methyl-3-cephem-4-carboxylic acid). Isolated yield 57.6%. Reaction SMILES: [O:1]1[C:6]([C:7](=[N:11][O:12][CH3:13])[C:8]([OH:10])=O)=[CH:5][S:4][CH2:3][CH2:2]1.P(Cl)(Cl)(Cl)=O.[NH2:19][CH:20]1[C:31](=[O:32])[N:22]2[C:23]([C:28]([OH:30])=[O:29])=[CH:24][CH:25]([CH3:27])[S:26][C@H:21]12.C[Si](CC(N)=O)(C)C>C(OCC)(=O)C.CN(C)C=O>[O:1]1[C:6]([C:7](=[N:11][O:12][CH3:13])[C:8]([NH:19][CH:20]2[C:31](=[O:32])[N:22]3[C:23]([C:28]([OH:30])=[O:29])=[CH:24][CH:25]([CH3:27])[S:26][C@H:21]23)=[O:10])=[CH:5][S:4][CH2:3][CH2:2]1. Reported procedure: A solution of 2-(2,3-dihydro-1,4-oxathiin-6-yl)-2-methoxyiminoacetic acid (syn isomer, 1.4 g.), dry N,N-dimethylformamide (0.59 ml.) and phosphoryl chloride (1.17 g.) in dry ethyl acetate (12.3 ml.), and a solution of 7-amino-2-methyl-3-cephem-4-carboxylic acid (1.35 g.) and trimethylsilylacetamide (5.75 g.) in ethyl acetate (40 ml.) were treated in a similar manner to that of Example 14 to give 7-[2-(2,3-dihydro-1,4-oxathiin-6-yl)-2-methoxyiminoacetamido]-2-methyl-3-cephem-4-carboxylic acid (sy... Starting materials: NCCCN(C)C, CC1=CC=C(S(=O)(Cl)=O)C=C1. Reagents/catalysts: O=C([O-])O.[Na+] (NaHCO3). Run in O (water), OCCOCCOCCOCCOCCO (PEG400), CC(C)=O (acetone). Reaction conditions: temperature 25 celsius, pressure 100 psi, time 20 minute. Yields the product Cc1ccc(S(=O)(=O)NCCCN(C)C)cc1. Yield: 92.0%. Reactants: O=S1(OC2=C(C=N1)C=C(C=C2I)C(C)(C)C)=O (2,2-dioxo-6-(1,1-dimethylethyl)-8-iodo-1,2,3-benzoxathiazine), O=S1(OC2=C(C=N1)C(=C(C(=C2Cl)OC)Cl)OC)=O (2,2-dioxo-5,7-dimethoxy-6,8-dichloro-1,2,3-benzoxathiazine). The product is O=S1(OC2=C(CN1)C(=C(C(=C2Cl)OC)Cl)OC)=O (2,2-dioxo-3,4-dihydro-5,7-dimethoxy-6,8-dichloro-1,2,3-benzoxathiazine). As a reaction SMILES: O=S1(=O)N=CC2C=C(C(C)(C)C)C=C(I)C=2O1.[O:18]=[S:19]1(=[O:35])[N:24]=[CH:23][C:22]2[C:25]([O:33][CH3:34])=[C:26]([Cl:32])[C:27]([O:30][CH3:31])=[C:28]([Cl:29])[C:21]=2[O:20]1>>[O:35]=[S:19]1(=[O:18])[NH:24][CH2:23][C:22]2[C:25]([O:33][CH3:34])=[C:26]([Cl:32])[C:27]([O:30][CH3:31])=[C:28]([Cl:29])[C:21]=2[O:20]1. Procedure: This compound is prepared by essentially the same method as described in Example 8 except that the 2,2-dioxo-6-(1,1-dimethylethyl)-8-iodo-1,2,3-benzoxathiazine is replaced by 2,2-dioxo-5,7-dimethoxy-6,8-dichloro-1,2,3-benzoxathiazine. Thereby is obtained 2,2-dioxo-3,4-dihydro-5,7-dimethoxy-6,8-dichloro-1,2,3-benzoxathiazine.